This data is from the Open Reaction Database (ORD), a public repository of structured organic reaction records. The task is: describe an organic reaction: reactants, conditions, products, and yield The reactants are [N+](=O)([O-])C1=C(C=C2C=CNC2=C1)C(F)(F)F (6-nitro-5-(trifluoromethyl)-1H-indole), C(C)(C)(C)Br (t-butyl bromide), CCN(C(C)C)C(C)C (DIEA). Reagents/catalysts: CCCC[N+](CCCC)(CCCC)CCCC.[I-] (TBAI), [O-]S(=O)(=O)C(F)(F)F.[Zn+2].[O-]S(=O)(=O)C(F)(F)F (zinc triflate). Run in C1(=CC=CC=C1)C (toluene). Conditions: temperature 120 celsius. The product is C(C)(C)(C)C1=CNC2=CC(=C(C=C12)C(F)(F)F)[N+](=O)[O-] (3-tert-butyl-6-nitro-5-(trifluoromethyl)-1H-indole). Reaction SMILES: [N+:1]([C:4]1[CH:12]=[C:11]2[C:7]([CH:8]=[CH:9][NH:10]2)=[CH:6][C:5]=1[C:13]([F:16])([F:15])[F:14])([O-:3])=[O:2].[C:17](Br)([CH3:20])([CH3:19])[CH3:18].CCN(C(C)C)C(C)C>CCCC[N+](CCCC)(CCCC)CCCC.[I-].[O-]S(C(F)(F)F)(=O)=O.[Zn+2].[O-]S(C(F)(F)F)(=O)=O.C1(C)C=CC=CC=1>[C:17]([C:8]1[C:7]2[C:11](=[CH:12][C:4]([N+:1]([O-:3])=[O:2])=[C:5]([C:13]([F:16])([F:14])[F:15])[CH:6]=2)[NH:10][CH:9]=1)([CH3:20])([CH3:19])[CH3:18] |f:3.4,5.6.7|. Reported procedure: A microwave vial charged with 6-nitro-5-(trifluoromethyl)-1H-indole (100 mg, 0.43 mmol), t-butyl bromide (30 mg, 0.22 mmol), zinc triflate (95 mg, 0.26 mmol), TBAI (80 mg, 0.22 mmol), DIEA (63 mg, 0.49 mmol) and toluene (1 mL) was sealed and heated in the microwave for 10 minutes at 120° C. The reaction mixture was quenched with water, the layers separated and the aqueous layer was extracted with DCM. The combined organic layer was dried over Na2SO4, filtered and concentrated. It was then purifi... The reactants are OCC1=C(C2=C(C=C1)[C@@H]1[C@H](N(CCC1)CCC)CO2)OC (trans-8-hydroxymethyl-7-methoxy-4-propyl-1,2,3,4a,5,10b-hexahydro-4H-[1]-benzopyrano[3,4-b]pyridine), C1(=CC=CC=C1)PC1=CC=CC=C1 (diphenylphosphine), C(CCC)[Li] (butyllithium), C(\C=C\C(=O)O)(=O)O (fumaric acid). Yields the product C(\C=C\C(=O)O)(=O)O.OC1=C(C=CC2=C1OC[C@H]1N(CCC[C@@H]12)CCC)CO (trans-7-hydroxy-8-hydroxymethyl-4-propyl-1,2,3,4a,5,10b-hexahydro-4H-[1]-benzopyrano[3,4-b]pyridine fumarate). Reaction SMILES: [OH:1][CH2:2][C:3]1[CH:8]=[CH:7][C:6]2[C@H:9]3[CH2:14][CH2:13][CH2:12][N:11]([CH2:15][CH2:16][CH3:17])[C@@H:10]3[CH2:18][O:19][C:5]=2[C:4]=1[O:20]C.C1(PC2C=CC=CC=2)C=CC=CC=1.C([Li])CCC.[C:40]([OH:47])(=[O:46])/[CH:41]=[CH:42]/[C:43]([OH:45])=[O:44]>>[C:40]([OH:47])(=[O:46])/[CH:41]=[CH:42]/[C:43]([OH:45])=[O:44].[OH:20][C:4]1[C:5]2[O:19][CH2:18][C@@H:10]3[C@@H:9]([C:6]=2[CH:7]=[CH:8][C:3]=1[CH2:2][OH:1])[CH2:14][CH2:13][CH2:12][N:11]3[CH2:15][CH2:16][CH3:17] |f:4.5|. Procedure: Reaction of trans-8-hydroxymethyl-7-methoxy-4-propyl-1,2,3,4a,5,10b-hexahydro-4H-[1]-benzopyrano[3,4-b]pyridine with diphenylphosphine and butyllithium according to the procedure of Example 9 and subsequent treatment with fumaric acid affords trans-7-hydroxy-8-hydroxymethyl-4-propyl-1,2,3,4a,5,10b-hexahydro-4H-[1]-benzopyrano[3,4-b]pyridine fumarate, m.p. 198°-200°. Starting materials: ClCC=1N=C2N(C3=C(C(=NC2)C2=NC=CC=C2)C=C(C=C3)Cl)C1 (2-chloromethyl-8-chloro-6-(2-pyridyl)-4H-imidazo [1,2-a][1,4]benzodiazepine), C(O)([O-])=O.[Na+] (sodium hydrogen carbonate). Run in O1CCOCC1 (dioxan), O (water). Reaction conditions: temperature 80 celsius, time 1.5 hour. Yield: 87.2%. Reaction SMILES: Cl[CH2:2][C:3]1[N:4]=[C:5]2[CH2:11][N:10]=[C:9]([C:12]3[CH:17]=[CH:16][CH:15]=[CH:14][N:13]=3)[C:8]3[CH:18]=[C:19]([Cl:22])[CH:20]=[CH:21][C:7]=3[N:6]2[CH:23]=1.C(=O)([O-])[OH:25].[Na+]>O1CCOCC1.O>[Cl:22][C:19]1[CH:20]=[CH:21][C:7]2[N:6]3[CH:23]=[C:3]([CH2:2][OH:25])[N:4]=[C:5]3[CH2:11][N:10]=[C:9]([C:12]3[CH:17]=[CH:16][CH:15]=[CH:14][N:13]=3)[C:8]=2[CH:18]=1 |f:1.2|. Product: ClC=1C=CC2=C(C(=NCC=3N2C=C(N3)CO)C3=NC=CC=C3)C1 (8-chloro-6-(2-pyridyl)-4H-imidazo[1,2-a][1,4]benzodiazepine-2-methanol). Reported procedure: A solution of 2.0 g of 2-chloromethyl-8-chloro-6-(2-pyridyl)-4H-imidazo [1,2-a][1,4]benzodiazepine in 50 ml of dioxan was treated with a solution of 0.62 g of sodium hydrogen carbonate in 18 ml of water and the mixture was stirred at 80° C. for 1.5 h. The mixture was evaporated in a vacuum. The residue was partitioned between dichloromethane and aqueous sodium hydrogen carbonate solution. The aqueous phase was extracted twice with dichloromethane. The dichloromethane extracts were dried over mag... Reaction SMILES: [Br-:19].[CH3:20][C:21](=[O:22])[CH3:23].[Li+:18].[n:1]1[c:2]([C:7](=[O:8])[NH:9][CH2:10][CH2:11][CH2:12][O:13][S:14]([CH3:15])(=[O:16])=[O:17])[cH:3][cH:4][cH:5][cH:6]1>>[n:1]1[c:2]([C:7](=[O:8])[NH:9][CH2:10][CH2:11][CH2:12][Br:19])[cH:3][cH:4][cH:5][cH:6]1. The reactants are [Br-], CC(C)=O, [Li+], CS(=O)(=O)OCCCNC(=O)c1ccccn1. Yields the product O=C(NCCCBr)c1ccccn1. Reagents/catalysts: [Cl-].C(C1=CC=CC=C1)[N+](CC)(CC)CC (benzyltriethylammonium chloride). Product: COCC(C(C(=O)OC)CC(=O)C)=O (methyl 4-methoxy-2-acetonylacetoacetate). The reactants are NaH2PO4, ice, C([O-])([O-])=O.[K+].[K+] (potassium carbonate), COCC(CC(=O)OC)=O (methyl 4-methoxy-acetoacetate), ClCC(C)=O (chloroacetone). Reported procedure: 165.8 g (1.2 mol) of potassium carbonate and 4.6 g (0.02 mol) of benzyltriethylammonium chloride are suspended in 500 ml of acetonitrile. While stirring there are added thereto 146.1 g (1 mol) of methyl 4-methoxy-acetoacetate and there are added dropwise thereto within 10 minutes 138.8 g (1.5 mol) of chloroacetone. The mixture is stirred at 20°-25° C. for a further 7 hours. The reaction mixture is poured on to 1 liter of 10% NaH2PO4 solution/ice (pH value=5) and extracted 3 times with 500 ml of ... Run in C(C)#N (acetonitrile). RXN SMILES: C(=O)([O-])[O-].[K+].[K+].[CH3:7][O:8][CH2:9][C:10](=[O:16])[CH2:11][C:12]([O:14][CH3:15])=[O:13].Cl[CH2:18][C:19](=[O:21])[CH3:20]>[Cl-].C([N+](CC)(CC)CC)C1C=CC=CC=1.C(#N)C>[CH3:7][O:8][CH2:9][C:10](=[O:16])[CH:11]([CH2:18][C:19]([CH3:20])=[O:21])[C:12]([O:14][CH3:15])=[O:13] |f:0.1.2,5.6|. The yield is 102.0%.